This data is from the Open Reaction Database (ORD), a public repository of structured organic reaction records. The task is: describe an organic reaction: reactants, conditions, products, and yield The reactants are CC(=O)Nc1nc(C)c(S(=O)(=O)N2CCC(O)C2)s1, Cl. Product: Cc1nc(N)sc1S(=O)(=O)N1CCC(O)C1. Reaction SMILES: [C:1](=[O:2])([CH3:3])[NH:4][c:5]1[s:6][c:7]([S:11](=[O:12])(=[O:13])[N:14]2[CH2:15][CH:16]([OH:19])[CH2:17][CH2:18]2)[c:8]([CH3:10])[n:9]1.[ClH:20]>>[NH2:4][c:5]1[s:6][c:7]([S:11](=[O:12])(=[O:13])[N:14]2[CH2:15][CH:16]([OH:19])[CH2:17][CH2:18]2)[c:8]([CH3:10])[n:9]1. Reactants: Cc1oc(-c2ccc3ccccc3c2)nc1COc1ccc(CO)cc1, CN(C)C=O, N#Cc1cccnc1Cl, [H-], [Na+], O. Product: Cc1oc(-c2ccc3ccccc3c2)nc1COc1ccc(COc2ncccc2C#N)cc1. As a reaction SMILES: [CH3:1][c:2]1[c:3]([CH2:17][O:18][c:19]2[cH:20][cH:21][c:22]([CH2:23][OH:24])[cH:25][cH:26]2)[n:4][c:5](-[c:7]2[cH:8][c:9]3[cH:10][cH:11][cH:12][cH:13][c:14]3[cH:15][cH:16]2)[o:6]1.[CH3:36][N:37]([CH3:38])[CH:39]=[O:40].[Cl:27][c:28]1[n:29][cH:30][cH:31][cH:32][c:33]1[C:34]#[N:35].[H-:41].[Na+:42].[OH2:43]>>[CH3:1][c:2]1[c:3]([CH2:17][O:18][c:19]2[cH:20][cH:21][c:22]([CH2:23][O:24][c:28]3[n:29][cH:30][cH:31][cH:32][c:33]3[C:34]#[N:35])[cH:25][cH:26]2)[n:4][c:5](-[c:7]2[cH:8][c:9]3[cH:10][cH:11][cH:12][cH:13][c:14]3[cH:15][cH:16]2)[o:6]1. Reactants: CC(Br)C(=O)Br, CC1(C)COC(=O)N1, [H-], [K+], [Na+], C1CCOC1, O=P([O-])(O)O. Yields the product CC(Br)C(=O)N1C(=O)OCC1(C)C. As a reaction SMILES: [Br:11][CH:12]([C:13](=[O:14])[Br:15])[CH3:16].[CH3:3][C:4]1([CH3:10])[NH:5][C:6](=[O:9])[O:7][CH2:8]1.[H-:1].[K+:17].[Na+:2].[O:23]1[CH2:24][CH2:25][CH2:26][CH2:27]1.[OH:18][P:19](=[O:20])([O-:21])[OH:22]>>[CH3:3][C:4]1([CH3:10])[N:5]([C:13]([CH:12]([Br:11])[CH3:16])=[O:14])[C:6](=[O:9])[O:7][CH2:8]1. Starting materials: C1(=CC=CC=C1)SC[C@@H](CN)N ((2R)-3-(Phenylthio)-1,2-propanediamine), N#CBr (cyanogen bromide). The solvent is C1(=CC=CC=C1)C (toluene), C1(=CC=CC=C1)C (toluene). Run at time 90 minute. Product: Br.C1(=CC=CC=C1)SC[C@H]1CN=C(N1)N ((R)-5-Phenylsulfanylmethyl-4,5-dihydro-1H-imidazol-2-ylamine hydrobromide). As a reaction SMILES: [C:1]1([S:7][CH2:8][C@H:9]([NH2:12])[CH2:10][NH2:11])[CH:6]=[CH:5][CH:4]=[CH:3][CH:2]=1.[N:13]#[C:14][Br:15]>C1(C)C=CC=CC=1>[BrH:15].[C:1]1([S:7][CH2:8][C@@H:9]2[NH:12][C:14]([NH2:13])=[N:11][CH2:10]2)[CH:6]=[CH:5][CH:4]=[CH:3][CH:2]=1 |f:3.4|. Reported procedure: (2R)-3-(Phenylthio)-1,2-propanediamine (0.20 g, 1.1 mmol) was dissolved in toluene (3 ml) and a solution of cyanogen bromide (0.116 g, 1.1 mmol) in toluene (1 ml) was added dropwise at room temperature. The mixture is allowed to stir for 90 min. After evaporation of the solvent the residue was dissolved in ethanol (1.5 ml). By slowly adding ethyl acetate (8 ml) a light brown solid precipitated, 0.152 g (66%), MS (ISP): 207.9 (M+H)+).